From a dataset of the Open Reaction Database (ORD), a public repository of structured organic reaction records. describe an organic reaction: reactants, conditions, products, and yield Reactants: O1CCOCC(C1)C1=CC=C(C=2N=C(SC21)N)OC (7-[1,4]dioxepan-6-yl-4-methoxy-benzothiazol-2-ylamine), C1(CCCCC1)C(=O)O (cyclohexanecarboxylic acid). Reported procedure: Using 7-[1,4]dioxepan-6-yl-4-methoxy-benzothiazol-2-ylamine and cyclohexanecarboxylic acid, the title compound was prepared as white powder. MS: m/e=391 (M+H+). The product is O1CCOCC(C1)C1=CC=C(C=2N=C(SC21)NC(=O)C2CCCCC2)OC (Cydohexanecarboxylic acid (7-[1,4]dioxepan-6-yl-4-methoxy-benzothiazol-2-yl)-amide). As a reaction SMILES: [O:1]1[CH2:7][CH:6]([C:8]2[C:16]3[S:15][C:14]([NH2:17])=[N:13][C:12]=3[C:11]([O:18][CH3:19])=[CH:10][CH:9]=2)[CH2:5][O:4][CH2:3][CH2:2]1.[CH:20]1([C:26](O)=[O:27])[CH2:25][CH2:24][CH2:23][CH2:22][CH2:21]1>>[O:4]1[CH2:5][CH:6]([C:8]2[C:16]3[S:15][C:14]([NH:17][C:26]([CH:20]4[CH2:25][CH2:24][CH2:23][CH2:22][CH2:21]4)=[O:27])=[N:13][C:12]=3[C:11]([O:18][CH3:19])=[CH:10][CH:9]=2)[CH2:7][O:1][CH2:2][CH2:3]1. Reactants: COC(=O)C(N)CCCCN, Cl, Cl, [Na+], [OH-], O. Product: NCCCCC(N)C(=O)O. As a reaction SMILES: [CH3:3][O:4][C:5]([CH:6]([NH2:7])[CH2:8][CH2:9][CH2:10][CH2:11][NH2:12])=[O:13].[ClH:1].[ClH:2].[Na+:16].[OH-:15].[OH2:14]>>[O:4]=[C:5]([CH:6]([NH2:7])[CH2:8][CH2:9][CH2:10][CH2:11][NH2:12])[OH:13]. Starting materials: NC=1C=C(C=CC1)C1(CCN(CC1)CCCCCC)CC (4-(3-aminophenyl)-4-ethyl-N-hexylpiperidine), C(C)S(=O)(=O)Cl (ethanesulfonyl chloride), Ice. Solvent: N1=CC=CC=C1 (pyridine). Reaction conditions: time 48 hour. Product: N (ammonia), C(C)S(=O)(=O)NC=1C=C(C=CC1)C1(CCN(CC1)CCCCCC)CC (4-(3-Ethanesulfonylaminophenyl)-4-ethyl-N-hexylpiperidine). Yield: 66.4%. As a reaction SMILES: [NH2:1][C:2]1[CH:3]=[C:4]([C:8]2([CH2:20][CH3:21])[CH2:13][CH2:12][N:11]([CH2:14][CH2:15][CH2:16][CH2:17][CH2:18][CH3:19])[CH2:10][CH2:9]2)[CH:5]=[CH:6][CH:7]=1.[CH2:22]([S:24](Cl)(=[O:26])=[O:25])[CH3:23]>N1C=CC=CC=1>[NH3:1].[CH2:22]([S:24]([NH:1][C:2]1[CH:3]=[C:4]([C:8]2([CH2:20][CH3:21])[CH2:13][CH2:12][N:11]([CH2:14][CH2:15][CH2:16][CH2:17][CH2:18][CH3:19])[CH2:10][CH2:9]2)[CH:5]=[CH:6][CH:7]=1)(=[O:26])=[O:25])[CH3:23]. Reported procedure: To 4-(3-aminophenyl)-4-ethyl-N-hexylpiperidine (Preparation 64, 50.0 mg, 0.174 mmol) in anhydrous pyridine (4 ml) under nitrogen at 0° C. was added ethanesulfonyl chloride (0.2 ml, 1.15 mmol). The solution was stirred at room temperature for 48 h. Ice (5 g) was added and, after 30 min, the reaction mixture was extracted with dichloromethane (10 ml). The organic extract was dried (Na2SO4), filtered and concentrated in vacuo to give the crude product which was purified by silica (5 g) column chrom... Starting materials: N=COCc1ccccc1, Cl, Cl, [Na+], [OH-], CC(O)C1C(=O)N2C(C(=O)O)=C(C3CCNC3)CC12. The product is CC(O)C1C(=O)N2C(C(=O)O)=C(C3CCN(C=N)C3)CC12. Reaction SMILES: [CH:21]([O:22][CH2:23][c:24]1[cH:25][cH:26][cH:27][cH:28][cH:29]1)=[NH:30].[ClH:20].[ClH:33].[Na+:32].[OH-:31].[OH:1][CH:2]([CH3:3])[CH:4]1[CH:5]2[CH2:6][C:7]([CH:15]3[CH2:16][NH:17][CH2:18][CH2:19]3)=[C:8]([C:12](=[O:13])[OH:14])[N:9]2[C:10]1=[O:11]>>[OH:1][CH:2]([CH3:3])[CH:4]1[CH:5]2[CH2:6][C:7]([CH:15]3[CH2:16][N:17]([CH:21]=[NH:30])[CH2:18][CH2:19]3)=[C:8]([C:12](=[O:13])[OH:14])[N:9]2[C:10]1=[O:11]. The reactants are CCCCCCCCCCNC(=O)C=Cc1cccc(N)c1, O=C1C=CC(=O)O1, c1ccccc1. Product: CCCCCCCCCCNC(=O)C=Cc1cccc(NC(=O)C=CC(=O)O)c1. RXN SMILES: [CH2:1]([CH2:2][CH2:3][CH2:4][CH2:5][CH2:6][CH2:7][CH2:8][CH2:9][CH3:10])[NH:11][C:12]([CH:13]=[CH:14][c:15]1[cH:16][c:17]([NH2:21])[cH:18][cH:19][cH:20]1)=[O:22].[O:23]=[C:24]1[O:25][C:26](=[O:27])[CH:28]=[CH:29]1.[cH:30]1[cH:31][cH:32][cH:33][cH:34][cH:35]1>>[CH2:1]([CH2:2][CH2:3][CH2:4][CH2:5][CH2:6][CH2:7][CH2:8][CH2:9][CH3:10])[NH:11][C:12]([CH:13]=[CH:14][c:15]1[cH:16][c:17]([NH:21][C:26](=[O:27])[CH:28]=[CH:29][C:24](=[O:23])[OH:25])[cH:18][cH:19][cH:20]1)=[O:22]. Starting materials: COC(=O)CC(=O)OC, C1CCC2=NCCCN2CC1, CC#N, CC(Cl)c1nnc(-c2cccc(Cl)c2)o1, ClCCl. Product: COC(=O)C(C(=O)OC)C(C)c1nnc(-c2cccc(Cl)c2)o1. RXN SMILES: [C:16]([CH2:17][C:18](=[O:19])[O:20][CH3:21])(=[O:22])[O:23][CH3:24].[CH2:25]1[CH2:26][CH2:27][C:28]2=[N:33][CH2:32][CH2:31][CH2:30][N:29]2[CH2:34][CH2:35]1.[CH3:36][C:37]#[N:38].[Cl:1][CH:2]([CH3:3])[c:4]1[o:5][c:6](-[c:9]2[cH:10][c:11]([Cl:15])[cH:12][cH:13][cH:14]2)[n:7][n:8]1.[Cl:39][CH2:40][Cl:41]>>[CH:2]([CH3:3])([c:4]1[o:5][c:6](-[c:9]2[cH:10][c:11]([Cl:15])[cH:12][cH:13][cH:14]2)[n:7][n:8]1)[CH:17]([C:16](=[O:22])[O:23][CH3:24])[C:18](=[O:19])[O:20][CH3:21]. Reactants: C(C)(C)(C)OC(=O)N1[C@@H](CCC1)CN(C(=S)C=1C(=NC(=NC1Cl)C)Cl)C1=CC(=CC=C1)C=1OC(N(N1)C)=O ((S)—N-(1-tert-butoxycarbonyl-pyrrolidin-2-ylmethyl)-4,6-dichloro-N-[3-(4-methyl-5-oxo-4,5-dihydro-1,3,4-oxadiazol-2-yl)phenyl]-2-methylthiopyrimidine-5-carboxamide), Cl.C(C)(=O)OCC (hydrochloric acid ethyl acetate). Reaction conditions: time 1 hour. Product: Cl.ClC1=NC(=NC(=C1C(=S)N(C1=CC(=CC=C1)C=1OC(N(N1)C)=O)C[C@H]1NCCC1)Cl)C ((S)-4,6-dichloro-N-(pyrrolidin-2-ylmethyl)-N-[3-(4-methyl-5-oxo-4,5-dihydro-1,3,4-oxadiazol-2-yl)phenyl]-2-methylthiopyrimidine-5-carboxamidehydrochloride). Isolated yield 159.7%. RXN SMILES: C(OC([N:8]1[CH2:12][CH2:11][CH2:10][C@H:9]1[CH2:13][N:14]([C:26]1[CH:31]=[CH:30][CH:29]=[C:28]([C:32]2[O:33][C:34](=[O:38])[N:35]([CH3:37])[N:36]=2)[CH:27]=1)[C:15]([C:17]1[C:18]([Cl:25])=[N:19][C:20]([CH3:24])=[N:21][C:22]=1[Cl:23])=[S:16])=O)(C)(C)C.Cl.C(OCC)(=O)C>>[ClH:23].[Cl:23][C:22]1[C:17]([C:15]([N:14]([CH2:13][C@@H:9]2[CH2:10][CH2:11][CH2:12][NH:8]2)[C:26]2[CH:31]=[CH:30][CH:29]=[C:28]([C:32]3[O:33][C:34](=[O:38])[N:35]([CH3:37])[N:36]=3)[CH:27]=2)=[S:16])=[C:18]([Cl:25])[N:19]=[C:20]([CH3:24])[N:21]=1 |f:1.2,3.4|. Reported procedure: To (S)—N-(1-tert-butoxycarbonyl-pyrrolidin-2-ylmethyl)-4,6-dichloro-N-[3-(4-methyl-5-oxo-4,5-dihydro-1,3,4-oxadiazol-2-yl)phenyl]-2-methylthiopyrimidine-5-carboxamide (1.30 g, 2.18 mmol) obtained in Step 6 was added 4 mol/L hydrochloric acid-ethyl acetate (11 mL), and the mixture was stirred at room temperature for 1 hour. The mixture was concentrated under reduced pressure, and the residue was crystallized from hexane and ethyl acetate. The resulting solid was filtered and dried. This procedure... Starting materials: COC(=O)C1CCCN1, C(=NC1CCCCC1)=NC1CCCCC1, ClCCl, O=C(O)c1cccc(O)c1[N+](=O)[O-]. Yields the product COC(=O)C1CCCN1C(=O)c1cccc(O)c1[N+](=O)[O-]. RXN SMILES: [CH3:1][O:2][C:3]([CH:4]1[NH:5][CH2:6][CH2:7][CH2:8]1)=[O:9].[CH:10]1([N:11]=[C:12]=[N:13][CH:14]2[CH2:15][CH2:16][CH2:17][CH2:18][CH2:19]2)[CH2:20][CH2:21][CH2:22][CH2:23][CH2:24]1.[Cl:38][CH2:39][Cl:40].[OH:25][c:26]1[c:27]([N+:35](=[O:36])[O-:37])[c:28]([C:29](=[O:30])[OH:31])[cH:32][cH:33][cH:34]1>>[CH3:1][O:2][C:3]([CH:4]1[N:5]([C:29]([c:28]2[c:27]([N+:35](=[O:36])[O-:37])[c:26]([OH:25])[cH:34][cH:33][cH:32]2)=[O:30])[CH2:6][CH2:7][CH2:8]1)=[O:9]. RXN SMILES: C[O:2][C:3]1[CH:4]=[C:5]([C@@:9]23[O:18][C:17]4[CH:19]=[CH:20][CH:21]=[CH:22][C:16]=4[C@@H:10]2[CH2:11][N:12]([CH3:15])[CH2:13][CH2:14]3)[CH:6]=[CH:7][CH:8]=1.C[S-].[Li+].Cl>CN(C)P(N(C)C)(N(C)C)=O.O>[OH:2][C:3]1[CH:4]=[C:5]([C@@:9]23[O:18][C:17]4[CH:19]=[CH:20][CH:21]=[CH:22][C:16]=4[C@@H:10]2[CH2:11][N:12]([CH3:15])[CH2:13][CH2:14]3)[CH:6]=[CH:7][CH:8]=1 |f:1.2|. Solvent: O (water), CN(P(=O)(N(C)C)N(C)C)C (hexamethylphosphoramide). The reactants are COC=1C=C(C=CC1)[C@@]12[C@@H](CN(CC1)C)C1=C(O2)C=CC=C1 (cis-1,2,3,4,4a,9b-hexahydro-4a-(3-methyoxyphenyl)-2-methyl-benzofuro[3,2-c]pyridine), C[S-].[Li+] (lithium thiomethoxide), Cl (HCl). Product: OC=1C=C(C=CC1)[C@@]12[C@@H](CN(CC1)C)C1=C(O2)C=CC=C1 (cis-1,2,3,4,4a,9b-Hexahydro-4a-(3-hydroxyphenyl)-2-methyl-benzofuro[3,2-c]pyridine). Procedure: A mixture of 3.50 g of cis-1,2,3,4,4a,9b-hexahydro-4a-(3-methyoxyphenyl)-2-methyl-benzofuro[3,2-c]pyridine and 3.62 g of lithium thiomethoxide in 30 ml of dry hexamethylphosphoramide was treated at 140° under a drying tube for 41/2 hours. The cooled reaction mixture was diluted with 350 ml of water and the pH adjusted to 7 by slow addition of 2N HCl with stirring. The mixture was extracted with ether (2×300), and the combined extracts were washed with water (3×300 ml), dried over anhydrous Na2SO... Yield: 94.8%. The reactants are C[C@@H]1N([C@H](CN(C1)C(=O)N1CCCCC1)C)C=1OC=2C(N1)=C(C=CC2)C(=O)OC (methyl 2-((2S,6S)-2,6-dimethyl-4-(piperidine-1-carbonyl)piperazin-1-yl)benzoxazole-4-carboxylate), [I-].[Li+] (lithium iodide). Run in N1=CC=CC=C1 (pyridine). Reaction conditions: temperature 110 celsius. Yields the product C[C@@H]1N([C@H](CN(C1)C(=O)N1CCCCC1)C)C=1OC=2C(N1)=C(C=CC2)C(=O)O (2-((2S,6S)-2,6-dimethyl-4-(piperidine-1-carbonyl)piperazin-1-yl)benzoxazole-4-carboxylic acid). Reaction SMILES: [CH3:1][C@H:2]1[CH2:7][N:6]([C:8]([N:10]2[CH2:15][CH2:14][CH2:13][CH2:12][CH2:11]2)=[O:9])[CH2:5][C@H:4]([CH3:16])[N:3]1[C:17]1[O:18][C:19]2[C:20](=[C:22]([C:26]([O:28]C)=[O:27])[CH:23]=[CH:24][CH:25]=2)[N:21]=1.[I-].[Li+]>N1C=CC=CC=1>[CH3:1][C@H:2]1[CH2:7][N:6]([C:8]([N:10]2[CH2:11][CH2:12][CH2:13][CH2:14][CH2:15]2)=[O:9])[CH2:5][C@H:4]([CH3:16])[N:3]1[C:17]1[O:18][C:19]2[C:20](=[C:22]([C:26]([OH:28])=[O:27])[CH:23]=[CH:24][CH:25]=2)[N:21]=1 |f:1.2|. Procedure: To a solution of methyl 2-((2S,6S)-2,6-dimethyl-4-(piperidine-1-carbonyl)piperazin-1-yl)benzoxazole-4-carboxylate (200 mg, 0.52 mmol) in pyridine (2 mL) was added lithium iodide (495 mg, 3.70 mmol). The mixture was heated at 110° C. for 18 h and allowed to cool to ambient temperature before partitioning with 9:1 dichloromethane/2-propanol (100 mL) and 1 N HCl (50 mL). The non-homogenous organic layer was washed with brine and concentrated in vacuo. The residue was treated with 9:1 mixture of tol...